This data is from the Open Reaction Database (ORD), a public repository of structured organic reaction records. The task is: describe an organic reaction: reactants, conditions, products, and yield The yield is 80.0%. Procedure: A portion of the 5-(3'-trifluoromethylphenyl)-4-isoxazolecarboxylic acid (2.5 g.; 0.01 mol.) in 25 ml. of ethanol and 2 ml. of sulfuric acid were heated at reflux for 4 hours. The reaction mixture was cooled, concentrated to one-half its initial volume, then diluted with 175 ml. of methylene chloride. The organic solution was washed with water, sodium bicarbonate, again with water, dried over magnesium sulfate, filtered and concentrated to give an oil. The oil was distilled through a Vigreux col... Starting materials: FC(C=1C=C(C=CC1)C1=C(C=NO1)C(=O)O)(F)F (5-(3'-trifluoromethylphenyl)-4-isoxazolecarboxylic acid), S(O)(O)(=O)=O (sulfuric acid), C(C)O (ethanol). RXN SMILES: [F:1][C:2]([F:18])([F:17])[C:3]1[CH:4]=[C:5]([C:9]2[O:13][N:12]=[CH:11][C:10]=2[C:14]([OH:16])=[O:15])[CH:6]=[CH:7][CH:8]=1.S(=O)(=O)(O)O.[CH2:24](O)[CH3:25]>>[CH2:24]([O:15][C:14]([C:10]1[CH:11]=[N:12][O:13][C:9]=1[C:5]1[CH:6]=[CH:7][CH:8]=[C:3]([C:2]([F:1])([F:17])[F:18])[CH:4]=1)=[O:16])[CH3:25]. The product is C(C)OC(=O)C=1C=NOC1C1=CC(=CC=C1)C(F)(F)F (ethyl-5-(3'-trifluoromethylphenyl)-4-isoxazolecarboxylate). Run in C(C)(=O)O (acetic acid), O (water), O (DI water), O (DI water). Product: chloroform hexanes acetone, C(=O)(O)C1=CC=C(C=C1)N=NC1=CC(=C(C=C1OC)N=NC=1C=C2C(C(N(C2=CC1)C)=C)(C)C)OC (5-(4-(4-carboxyphenylazo)-2,5-dimethoxyphenylazo)-1,3,3-trimethyl-2-methyleneindoline). Procedure: To a cold solution of 5 g (16.6 mmol) of 4-(4-carboxy-phenylazo)-2,5-dimethoxyaniline (8) and 1.25 g (11.8 mmol) of sodium carbonate in 50 mL of DI water was added a solution of 1.75 g (25.4 mmol) of NaNO2 in 5 mL of DI water at 15° C. with stirring. The above mixture was poured into a mixture of 5 mL of concentrated HCl and 30 gm of crashed ice with stirring. Then of 2.9 g (16.6 mmol) of 1,3,3-trimethyl-2-methyleneindoline and 1.5 ml of acetic acid were added to the reaction mixture. After 10 m... As a reaction SMILES: [C:1]([C:4]1[CH:9]=[CH:8][C:7]([N:10]=[N:11][C:12]2[C:18]([O:19][CH3:20])=[CH:17][C:15]([NH2:16])=[C:14]([O:21][CH3:22])[CH:13]=2)=[CH:6][CH:5]=1)([OH:3])=[O:2].C(=O)([O-])[O-].[Na+].[Na+].[N:29]([O-])=O.[Na+].Cl.[CH3:34][N:35]1[C:43]2[C:38](=[CH:39][CH:40]=[CH:41][CH:42]=2)[C:37]([CH3:45])([CH3:44])[C:36]1=[CH2:46].[OH-].[Na+]>O.C(O)(=O)C>[C:1]([C:4]1[CH:5]=[CH:6][C:7]([N:10]=[N:11][C:12]2[C:18]([O:19][CH3:20])=[CH:17][C:15]([N:16]=[N:29][C:40]3[CH:39]=[C:38]4[C:43](=[CH:42][CH:41]=3)[N:35]([CH3:34])[C:36](=[CH2:46])[C:37]4([CH3:44])[CH3:45])=[C:14]([O:21][CH3:22])[CH:13]=2)=[CH:8][CH:9]=1)([OH:3])=[O:2] |f:1.2.3,4.5,8.9|. Isolated yield 68.2%. Starting materials: CN1C(C(C2=CC=CC=C12)(C)C)=C (1,3,3-trimethyl-2-methyleneindoline), Cl (HCl), ice, [OH-].[Na+] (NaOH), C(=O)(O)C1=CC=C(C=C1)N=NC1=CC(=C(N)C=C1OC)OC (4-(4-carboxyphenylazo)-2,5-dimethoxyaniline), C([O-])([O-])=O.[Na+].[Na+] (sodium carbonate), N(=O)[O-].[Na+] (NaNO2). Reactants: IC1=NC(=CC=C1OC1=CC=NC2=CC(=C(C=C12)OC)OC)C (4-[(2-Iodo-6-methyl-3-pyridyl)oxy]-6,7-dimethoxyquinoline), IC1=NC(=CC=C1OC1=CC=NC2=CC(=C(C=C12)OC)OC)C (4-[(2-Iodo-6-methyl-3-pyridyl)oxy]-6,7-dimethoxyquinoline), COC1=CC=C(C=C1)B(O)O (4-methoxyphenylboronic acid), tetrakistriphenylphosphine palladium, C(O)([O-])=O.[Na+] (sodium hydrogencarbonate). Run in C1(=CC=CC=C1)C (toluene). Reaction conditions: temperature 80 celsius, time 3 hour. The product is COC=1C=C2C(=CC=NC2=CC1OC)OC=1C(=NC(=CC1)C)C1=CC=C(C=C1)OC (6,7-Dimethoxy-4-[2-(4-methoxy-phenyl)-6-methyl-pyridin-3-yloxy]-quinoline). The yield is 79.9%. As a reaction SMILES: I[C:2]1[C:7]([O:8][C:9]2[C:18]3[C:13](=[CH:14][C:15]([O:21][CH3:22])=[C:16]([O:19][CH3:20])[CH:17]=3)[N:12]=[CH:11][CH:10]=2)=[CH:6][CH:5]=[C:4]([CH3:23])[N:3]=1.[CH3:24][O:25][C:26]1[CH:31]=[CH:30][C:29](B(O)O)=[CH:28][CH:27]=1.C(=O)([O-])O.[Na+]>C1(C)C=CC=CC=1>[CH3:20][O:19][C:16]1[CH:17]=[C:18]2[C:13](=[CH:14][C:15]=1[O:21][CH3:22])[N:12]=[CH:11][CH:10]=[C:9]2[O:8][C:7]1[C:2]([C:29]2[CH:30]=[CH:31][C:26]([O:25][CH3:24])=[CH:27][CH:28]=2)=[N:3][C:4]([CH3:23])=[CH:5][CH:6]=1 |f:2.3|. Procedure details: 4-[(2-Iodo-6-methyl-3-pyridyl)oxy]-6,7-dimethoxyquinoline (compound 116) (84 mg), 4-methoxyphenylboronic acid (152 mg), and tetrakistriphenylphosphine palladium (12 mg) were dissolved in toluene (1 ml) to prepare a solution. A saturated aqueous sodium hydrogencarbonate solution (1 ml) was added to the solution, and the mixture was stirred at 80° C. for 3 hr. The reaction solution was filtered, and the solvent was then removed by distillation under the reduced pressure. The residue was purified b... Reactants: ClCCCCCN1C(N(C2=C1C=CC=C2)C(=C)C)=O (1-(5-chloropentyl)-1,3-dihydro-3-(1-methylethenyl)-2H-benzimidazol-2-one), FC1=CC=C(C=C1)C(N1CCNCC1)C1=CC=C(C=C1)F (1-[bis(4-fluorophenyl)methyl]piperazine), C([O-])([O-])=O.[Na+].[Na+] (sodium carbonate), [I-].[K+] (potassium iodide). The solvent is CC(CC(C)=O)C (4-methyl-2-pentanone), O (water). The product is Cl.Cl.FC1=CC=C(C=C1)C(N1CCN(CC1)CCCCCN1C(NC2=C1C=CC=C2)=O)C2=CC=C(C=C2)F (1-[5-{4-[bis(4-fluorophenyl)methyl]-1-piperazinyl}pentyl]-1,3-dihydro-2H-benzimidazol-2-one dihydrochloride). RXN SMILES: [Cl:1][CH2:2][CH2:3][CH2:4][CH2:5][CH2:6][N:7]1[C:11]2[CH:12]=[CH:13][CH:14]=[CH:15][C:10]=2[N:9](C(C)=C)[C:8]1=[O:19].[F:20][C:21]1[CH:26]=[CH:25][C:24]([CH:27]([C:34]2[CH:39]=[CH:38][C:37]([F:40])=[CH:36][CH:35]=2)[N:28]2[CH2:33][CH2:32][NH:31][CH2:30][CH2:29]2)=[CH:23][CH:22]=1.C(=O)([O-])[O-].[Na+].[Na+].[I-].[K+]>O.CC(C)CC(=O)C>[ClH:1].[ClH:1].[F:40][C:37]1[CH:36]=[CH:35][C:34]([CH:27]([C:24]2[CH:25]=[CH:26][C:21]([F:20])=[CH:22][CH:23]=2)[N:28]2[CH2:29][CH2:30][N:31]([CH2:2][CH2:3][CH2:4][CH2:5][CH2:6][N:7]3[C:11]4[CH:12]=[CH:13][CH:14]=[CH:15][C:10]=4[NH:9][C:8]3=[O:19])[CH2:32][CH2:33]2)=[CH:39][CH:38]=1 |f:2.3.4,5.6,9.10.11|. Reported procedure: A mixture of 6.95 parts of 1-(5-chloropentyl)-1,3-dihydro-3-(1-methylethenyl)-2H-benzimidazol-2-one, 5.7 parts of 1-[bis(4-fluorophenyl)methyl]piperazine, 5.3 parts of sodium carbonate, 0.1 parts of potassium iodide and 160 parts of 4-methyl-2-pentanone is stirred and refluxed overnight. The reaction mixture is cooled to room temperature, water is added and the layers are separated. The organic phase is dried, filtered and evaporated. The residue is stirred and refluxed for 30 minutes with a sol... Starting materials: C1(CC1)C1=NN(C(S1)=N)CC1OCCC1 (5-cyclopropyl-3-(tetrahydrofuran-2-ylmethyl)-1,3,4-thiadiazol-2(3H)-imine), C(C)OC1=C(C(=O)O)C=CC=C1 (2-ethoxybenzoic acid). The product is C1(CC1)C1=NN(/C(/S1)=N/C(C1=C(C=CC=C1)OCC)=O)CC1OCCC1 (N-[(2Z)-5-cyclopropyl-3-(tetrahydrofuran-2-ylmethyl)-1,3,4-thiadiazol-2(3H)-ylidene]-2-ethoxybenzamide). Reaction SMILES: [CH:1]1([C:4]2[S:8][C:7](=[NH:9])[N:6]([CH2:10][CH:11]3[CH2:15][CH2:14][CH2:13][O:12]3)[N:5]=2)[CH2:3][CH2:2]1.[CH2:16]([O:18][C:19]1[CH:27]=[CH:26][CH:25]=[CH:24][C:20]=1[C:21](O)=[O:22])[CH3:17]>>[CH:1]1([C:4]2[S:8]/[C:7](=[N:9]\[C:21](=[O:22])[C:20]3[CH:24]=[CH:25][CH:26]=[CH:27][C:19]=3[O:18][CH2:16][CH3:17])/[N:6]([CH2:10][CH:11]3[CH2:15][CH2:14][CH2:13][O:12]3)[N:5]=2)[CH2:2][CH2:3]1. Procedure details: The product from Example 2A and 2-ethoxybenzoic acid (Aldrich) were processed using the method described in Example 2B to afford the title compound. 1H NMR (300 MHz, DMSO-d6) δ ppm 0.95-1.02 (m, 2H) 1.13-1.19 (m, 2H) 1.32 (t, J=7.02 Hz, 3 H) 1.65-1.73 (m, 1H) 1.79-1.90 (m, 2H) 1.92-2.00 (m, 1H) 2.30-2.37 (m, 1H) 3.64 (dd, J=13.73, 7.63 Hz, 1H) 3.77 (dd, J=14.34, 7.32 Hz, 1H) 4.07 (q, J=7.02 Hz, 2H) 4.21 (dd, J=13.12, 4.58 Hz, 1H) 4.32-4.39 (m, 1H) 4.44 (dd, J=13.43, 7.63 Hz, 1H) 6.98 (td, J=7.63... Reactants: C(C)(C)N(C(C)C)CC (N,N-diisopropylethylamine), C(C)(=O)OC(C)=O (acetic anhydride), NC(CNC(CN1N=C(N(C1=O)C[C@@H](C(F)(F)F)O)C1=CC=C(C=C1)Cl)=O)(C)C1=CC(=CC=C1)C(F)(F)F (N-{2-Amino-2-[3-(trifluoromethyl)phenyl]propyl}-2-{3-(4-chlorophenyl)-5-oxo-4-[(2S)-3,3,3-trifluoro-2-hydroxypropyl]-4,5-dihydro-1H-1,2,4-triazol-1-yl}acetamide). Run in ClCCl (dichloromethane). Conditions: time 1 hour. Product: C(C)(=O)NC(CNC(CN1N=C(N(C1=O)C[C@@H](C(F)(F)F)O)C1=CC=C(C=C1)Cl)=O)(C)C1=CC(=CC=C1)C(F)(F)F (N-{2-Acetamido-2-[3-(trifluoromethyl)phenyl]propyl}-2-{3-(4-chlorophenyl)-5-oxo-4-[(2S)-3,3,3-trifluoro-2-hydroxypropyl]-4,5-dihydro-1H-1,2,4-triazol-1-yl}acetamide). As a reaction SMILES: C(N(CC)C(C)C)(C)C.[C:10](OC(=O)C)(=[O:12])[CH3:11].[NH2:17][C:18]([C:45]1[CH:50]=[CH:49][CH:48]=[C:47]([C:51]([F:54])([F:53])[F:52])[CH:46]=1)([CH3:44])[CH2:19][NH:20][C:21](=[O:43])[CH2:22][N:23]1[C:27](=[O:28])[N:26]([CH2:29][C@H:30]([OH:35])[C:31]([F:34])([F:33])[F:32])[C:25]([C:36]2[CH:41]=[CH:40][C:39]([Cl:42])=[CH:38][CH:37]=2)=[N:24]1>ClCCl>[C:10]([NH:17][C:18]([C:45]1[CH:50]=[CH:49][CH:48]=[C:47]([C:51]([F:54])([F:53])[F:52])[CH:46]=1)([CH3:44])[CH2:19][NH:20][C:21](=[O:43])[CH2:22][N:23]1[C:27](=[O:28])[N:26]([CH2:29][C@H:30]([OH:35])[C:31]([F:34])([F:33])[F:32])[C:25]([C:36]2[CH:41]=[CH:40][C:39]([Cl:42])=[CH:38][CH:37]=2)=[N:24]1)(=[O:12])[CH3:11]. Reported procedure: At RT, 12 μl (68 μmol) of N,N-diisopropylethylamine and then 6 μl (62 μmol) of acetic anhydride were added to a solution of 38 mg (62 μmol) of the compound of Example 53A in 0.96 ml of dichloromethane, and the mixture was stirred for 1 h. The volatile components were then removed on a rotary evaporator. Since LC/MS analysis of the crude product indicated additional formation of an O-acetylated byproduct, the residue was dissolved in 2 ml of methanol and 800 μl of 2 N aqueous sodium hydroxide sol...